This data is from the Open Reaction Database (ORD), a public repository of structured organic reaction records. The task is: describe an organic reaction: reactants, conditions, products, and yield Reactants: [BH4-], CC(=O)c1ccc(-c2cc(C(N)=O)c([N+](=O)[O-])s2)cc1, CO, [Na+], O. The product is CC(O)c1ccc(-c2cc(C(N)=O)c([N+](=O)[O-])s2)cc1. As a reaction SMILES: [BH4-:21].[C:1]([CH3:2])(=[O:3])[c:4]1[cH:5][cH:6][c:7](-[c:10]2[cH:11][c:12]([C:18](=[O:19])[NH2:20])[c:13]([N+:15](=[O:16])[O-:17])[s:14]2)[cH:8][cH:9]1.[CH3:24][OH:25].[Na+:22].[OH2:23]>>[CH:1]([CH3:2])([OH:3])[c:4]1[cH:5][cH:6][c:7](-[c:10]2[cH:11][c:12]([C:18](=[O:19])[NH2:20])[c:13]([N+:15](=[O:16])[O-:17])[s:14]2)[cH:8][cH:9]1. Starting materials: CC1=CC=C(C=C1)C(=O)C(O)C1=CC=C(C=C1)C (4,4'-dimethylbenzoin), C(O)CN (ethanolamine), O=P12OP3(=O)OP(=O)(O1)OP(=O)(O2)O3 (phosphorus pentoxide), C(Cl)(Cl)Cl (chloroform), [BH4-].[Na+] (sodium borohydride). Run in C(C)O (ethanol). Reaction conditions: temperature 105 celsius, time 2 hour. Product: Cl.OCCNC(C(O)C1=CC=C(C=C1)C)C1=CC=C(C=C1)C (β-[(2-Hydroxyethyl)amino]-4-methyl-α-(4-methylphenyl)benzene-ethanol, monohydrochloride). RXN SMILES: [CH3:1][C:2]1[CH:7]=[CH:6][C:5]([C:8]([CH:10]([C:12]2[CH:17]=[CH:16][C:15]([CH3:18])=[CH:14][CH:13]=2)[OH:11])=O)=[CH:4][CH:3]=1.[CH2:19]([CH2:21][NH2:22])[OH:20].O=P12OP3(OP(OP(O3)(O1)=O)(=O)O2)=O.[BH4-].[Na+].C(Cl)(Cl)[Cl:40]>C(O)C>[ClH:40].[OH:20][CH2:19][CH2:21][NH:22][CH:8]([C:5]1[CH:6]=[CH:7][C:2]([CH3:1])=[CH:3][CH:4]=1)[CH:10]([C:12]1[CH:17]=[CH:16][C:15]([CH3:18])=[CH:14][CH:13]=1)[OH:11] |f:3.4,7.8|. Procedure: A mixture of 40.0 g (0.33 mole) of tolualdehyde, 10 ml ethanol and 10.84 g (0.17 mole) of potassium cyanide was refluxed overnight at 90° C. An additional 10.8 g (0.17 mole) of potassium cyanide was added and the mixture was refluxed for 5 hr more. Aqueous sodium bisulfite was added to remove unreacted aldehyde. The mixture was reheated, cooled and extracted with methylene chloride. The solvent was stripped off. On dissolving the residue in isopropyl alcohol, crystals were obtained in amount of ... Starting materials: ClC(=O)OCC1=CC=CC=C1 (benzyl chloroformate), O=C1C(CNC2=C(N1)C=C(C=C2)C)NC(=O)OC(C)(C)C (2-Oxo-3-tert-butoxycarbonylamino-8-methyl-1,3,4,5-tetrahydro-2H-1,5-benzodiazepine), C([O-])([O-])=O.[K+].[K+] (potassium carbonate), O (water). Solvent: C(Cl)Cl (methylene chloride), C(Cl)Cl (methylene chloride). Reaction conditions: time 2 hour. Yields the product O=C1C(CN(C2=C(N1)C=C(C=C2)C)C(=O)OCC2=CC=CC=C2)NC(=O)OC(C)(C)C (2-oxo-3-tert-butoxycarbonylamino-5-benzyloxycarbonyl-8-methyl-1,3,4,5-tetrahydro-2H-1,5-benzodiazepine). The yield is 89.4%. RXN SMILES: [O:1]=[C:2]1[NH:8][C:7]2[CH:9]=[C:10]([CH3:13])[CH:11]=[CH:12][C:6]=2[NH:5][CH2:4][CH:3]1[NH:14][C:15]([O:17][C:18]([CH3:21])([CH3:20])[CH3:19])=[O:16].C(=O)([O-])[O-].[K+].[K+].O.Cl[C:30]([O:32][CH2:33][C:34]1[CH:39]=[CH:38][CH:37]=[CH:36][CH:35]=1)=[O:31]>C(Cl)Cl>[O:1]=[C:2]1[NH:8][C:7]2[CH:9]=[C:10]([CH3:13])[CH:11]=[CH:12][C:6]=2[N:5]([C:30]([O:32][CH2:33][C:34]2[CH:39]=[CH:38][CH:37]=[CH:36][CH:35]=2)=[O:31])[CH2:4][CH:3]1[NH:14][C:15]([O:17][C:18]([CH3:21])([CH3:20])[CH3:19])=[O:16] |f:1.2.3|. Procedure details: 2-Oxo-3-tert-butoxycarbonylamino-8-methyl-1,3,4,5-tetrahydro-2H-1,5-benzodiazepine (2.00 g) obtained from Referential Example 7 and potassium carbonate (1.10 g) were suspended in a mixed solvent of methylene chloride (30 ml) and water (20 ml). A solution of benzyl chloroformate (1.35 g) in methylene chloride (10 ml) was added thereto under ice-cooling, and the mixture was stirred for 2 hours at same temperature and then stirred overnight at room temperature. The reaction mixture was separated in... Starting materials: CC(C)(C)c1cccc(C(C)(C)C)c1O, BrCc1ccccc1, CCCCCC, CS(C)=O, Cl, [K+], [OH-], O, S=C=S. Yields the product CC(C)(C)c1cc(C(=S)OCc2ccccc2)cc(C(C)(C)C)c1O. As a reaction SMILES: [C:1]([CH3:2])([CH3:3])([CH3:4])[c:5]1[c:6]([OH:15])[c:7]([C:11]([CH3:12])([CH3:13])[CH3:14])[cH:8][cH:9][cH:10]1.[CH2:22]([c:23]1[cH:24][cH:25][cH:26][cH:27][cH:28]1)[Br:29].[CH3:31][CH2:32][CH2:33][CH2:34][CH2:35][CH3:36].[CH3:37][S:38]([CH3:39])=[O:40].[ClH:21].[K+:17].[OH-:16].[OH2:30].[S:18]=[C:19]=[S:20]>>[C:1]([CH3:2])([CH3:3])([CH3:4])[c:5]1[c:6]([OH:15])[c:7]([C:11]([CH3:12])([CH3:13])[CH3:14])[cH:8][c:9]([C:19]([O:16][CH2:22][c:23]2[cH:24][cH:25][cH:26][cH:27][cH:28]2)=[S:20])[cH:10]1.